This data is from the Open Reaction Database (ORD), a public repository of structured organic reaction records. The task is: describe an organic reaction: reactants, conditions, products, and yield Reactants: O=C([O-])O, CCOC(C)=O, O=C(c1n[nH]c2ncc([N+](=O)[O-])cc12)C1CC1. The product is Nc1cnc2[nH]nc(C(=O)C3CC3)c2c1. Reaction SMILES: [C:24](=[O:25])([OH:26])[O-:27].[CH3:18][CH2:19][O:20][C:21]([CH3:22])=[O:23].[CH:1]1([C:4](=[O:5])[c:6]2[n:7][nH:8][c:9]3[n:10][cH:11][c:12]([N+:15]([O-:16])=[O:17])[cH:13][c:14]23)[CH2:2][CH2:3]1>>[CH:1]1([C:4](=[O:5])[c:6]2[n:7][nH:8][c:9]3[n:10][cH:11][c:12]([NH2:15])[cH:13][c:14]23)[CH2:2][CH2:3]1. Starting materials: CCOCC, COc1ccc(Br)cn1, CC(C)(C)[O-], Cc1ccccc1, CCOC(=O)C1CCNCC1, [Na+], c1ccc(P(c2ccccc2)c2ccc3ccccc3c2-c2c(P(c3ccccc3)c3ccccc3)ccc3ccccc23)cc1. Yields the product CCOC(=O)C1CCN(c2ccc(OC)nc2)CC1. RXN SMILES: [CH2:73]([O:74][CH2:75][CH3:76])[CH3:77].[CH3:1][O:2][c:3]1[n:4][cH:5][c:6]([Br:9])[cH:7][cH:8]1.[CH3:21][C:22]([CH3:23])([O-:24])[CH3:25].[CH3:78][c:79]1[cH:80][cH:81][cH:82][cH:83][cH:84]1.[NH:10]1[CH2:11][CH2:12][CH:13]([C:14](=[O:15])[O:16][CH2:17][CH3:18])[CH2:19][CH2:20]1.[Na+:26].[cH:27]1[cH:28][cH:29][c:30]([P:31]([c:32]2[cH:33][cH:34][c:35]3[c:36]([cH:37][cH:38][cH:39][cH:40]3)[c:41]2-[c:42]2[c:43]3[c:44]([cH:45][cH:46][cH:47][cH:48]3)[cH:49][cH:50][c:51]2[P:52]([c:53]2[cH:54][cH:55][cH:56][cH:57][cH:58]2)[c:59]2[cH:60][cH:61][cH:62][cH:63][cH:64]2)[c:65]2[cH:66][cH:67][cH:68][cH:69][cH:70]2)[cH:71][cH:72]1>>[CH3:1][O:2][c:3]1[n:4][cH:5][c:6]([N:10]2[CH2:11][CH2:12][CH:13]([C:14](=[O:15])[O:16][CH2:17][CH3:18])[CH2:19][CH2:20]2)[cH:7][cH:8]1. The reactants are CCC(Br)C(=O)OC, O=Cc1cc(Cl)ccc1O, [K+], [K+], O=C([O-])[O-], CN(C)C=O. Yields the product CCC(Oc1ccc(Cl)cc1C=O)C(=O)OC. Reaction SMILES: [CH3:11][O:12][C:13]([CH:14]([CH2:15][CH3:16])[Br:17])=[O:18].[Cl:1][c:2]1[cH:3][cH:4][c:5]([OH:10])[c:6]([CH:7]=[O:8])[cH:9]1.[K+:19].[K+:20].[O-:21][C:22]([O-:23])=[O:24].[O:25]=[CH:26][N:27]([CH3:28])[CH3:29]>>[Cl:1][c:2]1[cH:3][cH:4][c:5]([O:10][CH:14]([C:13]([O:12][CH3:11])=[O:18])[CH2:15][CH3:16])[c:6]([CH:7]=[O:8])[cH:9]1. Starting materials: ClC1=C(C=CC(=C1)Cl)C=1N=C(C(=NC1CC)N[C@H]1[C@H](CC2=CC=CC=C12)O)CC ((1R,2S)-1-{[5-(2,4-dichlorophenyl)-3,6-diethylpyrazin-2-yl]amino}-2,3-dihydro-1H-inden-2-ol), BrC=1N=C(C(=NC1CC)NC1CCCC2=CC=C(C=C12)OC)CC (5-bromo-3,6-diethyl-N-(7-methoxy-1,2,3,4-tetrahydronaphthalen-1-yl)pyrazin-2-amine). Product: ClC1=C(C=CC(=C1)Cl)C=1N=C(C(=NC1CC)NC1CCCC2=CC=C(C=C12)OC)CC (5-(2,4-dichlorophenyl)-3,6-diethyl-N-(7-methoxy-1,2,3,4-tetrahydronaphthalen-1-yl)pyrazin-2-amine). Reaction SMILES: [Cl:1][C:2]1[CH:7]=[C:6]([Cl:8])[CH:5]=[CH:4][C:3]=1[C:9]1[N:10]=[C:11]([CH2:28][CH3:29])[C:12]([NH:17][C@@H]2C3C(=CC=CC=3)C[C@@H]2O)=[N:13][C:14]=1[CH2:15][CH3:16].BrC1N=C(CC)C(N[CH:40]2[C:49]3[C:44](=[CH:45][CH:46]=[C:47]([O:50][CH3:51])[CH:48]=3)[CH2:43][CH2:42][CH2:41]2)=NC=1CC>>[Cl:1][C:2]1[CH:7]=[C:6]([Cl:8])[CH:5]=[CH:4][C:3]=1[C:9]1[N:10]=[C:11]([CH2:28][CH3:29])[C:12]([NH:17][CH:40]2[C:49]3[C:44](=[CH:45][CH:46]=[C:47]([O:50][CH3:51])[CH:48]=3)[CH2:43][CH2:42][CH2:41]2)=[N:13][C:14]=1[CH2:15][CH3:16]. Procedure details: Following the procedure for the preparation of (1R,2S)-1-{[5-(2,4-dichlorophenyl)-3,6-diethylpyrazin-2-yl]amino}-2,3-dihydro-1H-inden-2-ol but substituting 5-bromo-3,6-diethyl-N-(7-methoxy-1,2,3,4-tetrahydronaphthalen-1-yl)pyrazin-2-amine and making non-critical variations provided the title compound as a oil: 1H NMR (400 MHz, CDCl3) δ 7.51, 7.34, 7.10, 6.99, 6.83, 5.47, 4.68, 3.78, 2.85, 2.65, 2.53, 2.15, 2.01, 1.27, 1.21; 13C NMR (100 MHz, CDCl3) δ 173.14, 157.25, 150.37, 149.81, 139.28, 138.4... Starting materials: P(OCC)(OCC)[O-] (diethyl phosphite), O (water), C(C)OCCCN (3-ethoxypropyl amine). Solvent: C(C)O (ethanol), C(C)O (ethanol). Yields the product C(C)OP=O.C(C)OCCC[NH3+] (3-ethoxypropyl-ammoniumethyl phosphanate). The yield is 99.9%. RXN SMILES: [P:1]([O-])([O:5]CC)[O:2][CH2:3][CH3:4].O.[CH2:10]([O:12][CH2:13][CH2:14][CH2:15][NH2:16])[CH3:11]>C(O)C>[CH2:3]([O:2][P:1]=[O:5])[CH3:4].[CH2:10]([O:12][CH2:13][CH2:14][CH2:15][NH3+:16])[CH3:11] |f:4.5|. Reported procedure: A mixture of 13.81 g. (0.1 moles) of diethyl phosphite, 20 ml. of water and 20 ml. of ethanol is reacted with a mixture of 10.31 g. (0.1 moles) of 3-ethoxypropyl amine and 30 ml. of ethanol as described in Example 1. 21.3 g. (99.9%) of 3-ethoxypropyl-ammoniumethyl phosphanate are obtained.